Dataset: the Open Reaction Database (ORD), a public repository of structured organic reaction records. Task: describe an organic reaction: reactants, conditions, products, and yield Reactants: CCO, CN(C)c1cnc([N+](=O)[O-])cn1, [H][H]. Yields the product CN(C)c1cnc(N)cn1. As a reaction SMILES: [CH3:15][CH2:16][OH:17].[CH3:1][N:2]([c:3]1[cH:4][n:5][c:6]([N+:9]([O-:10])=[O:11])[cH:7][n:8]1)[CH3:12].[H:13][H:14]>>[CH3:1][N:2]([c:3]1[cH:4][n:5][c:6]([NH2:9])[cH:7][n:8]1)[CH3:12]. Run in CN(C)C=O (DMF). Starting materials: C(#N)CC(=O)N (cyanoacetamide), ClC1=C(C=CC=C1)C(C(=CN(C)C)C1=CC=C(C=C1)Cl)=O (1-(2-Chlorophenyl)-2-(4-chlorophenyl)-3-(dimethylamino)prop-2-en-1-one), [H-].[Na+] (NaH). Yields the product ClC1=C(C=CC=C1)C1=C(C=C(C(N1)=O)C#N)C1=CC=C(C=C1)Cl (6-(2-Chlorophenyl)-5-(4-chlorophenyl)-2-oxo-1,2-dihydropyridine-3-carbonitrile). Reaction conditions: temperature 95 celsius. RXN SMILES: [Cl:1][C:2]1[CH:7]=[CH:6][CH:5]=[CH:4][C:3]=1[C:8](=O)[C:9]([C:14]1[CH:19]=[CH:18][C:17]([Cl:20])=[CH:16][CH:15]=1)=[CH:10]N(C)C.[C:22]([CH2:24][C:25]([NH2:27])=[O:26])#[N:23].[H-].[Na+]>CN(C=O)C>[Cl:1][C:2]1[CH:7]=[CH:6][CH:5]=[CH:4][C:3]=1[C:8]1[NH:27][C:25](=[O:26])[C:24]([C:22]#[N:23])=[CH:10][C:9]=1[C:14]1[CH:15]=[CH:16][C:17]([Cl:20])=[CH:18][CH:19]=1 |f:2.3|. Reported procedure: A solution of the crude product from step A dissolved in 80 mL of DMF containing 4.4 mL methanol and 4.61 g cyanoacetamide was transferred by cannula into a flask containing a suspension of NaH (4.98 g, 60% dispersion in mineral oil, freed of excess oil by washing with hexane just prior to use) in DMF (40 mL). The solution was heated to 95° C. for 2.5 hours then concentrated. The residue was dissolved in ethyl acetate, washed twice with 10% aqueous NaHSO4, and twice with water before concentrati... Conditions: time 1 hour. Reaction SMILES: [CH2:1]1[C:9]2[CH:8]=[CH:7][CH:6]=[C:5]([OH:10])[C:4]=2[CH2:3][CH2:2]1.[C:11](OC(=O)C)(=[O:13])[CH3:12].S(=O)(=O)(O)O.O>O(CC)CC>[C:11]([O:10][C:5]1[C:4]2[CH2:3][CH2:2][CH2:1][C:9]=2[CH:8]=[CH:7][CH:6]=1)(=[O:13])[CH3:12]. Product: C(C)(=O)OC=1C=2CCCC2C=CC1 (2,3-dihydro-1H-inden-4-ol acetate). The reactants are C1CCC=2C(=CC=CC12)O (2,3-dihydro-1H-inden-4-ol), C(C)(=O)OC(C)=O (acetic anhydride), S(O)(O)(=O)=O (sulfuric acid), O (water). The solvent is O(CC)CC (1,1'-oxybisethane). Reported procedure: A mixture of 2,3-dihydro-1H-inden-4-ol (0.37 mol) and acetic anhydride (0.37 mol) in sulfuric acid (300 mol) was stirred for 1 hour at room temperature. The reaction mixture was poured out into a mixture of water and 1,1'-oxybisethane. The organic layer was separated, dried (MgSO4), filtered and the solvent was evaporated, yielding 75 g (>100% crude residue) of 2,3-dihydro-1H-inden-4-ol acetate (ester) (interm. 1-a). Yield: 115.0%.